This data is from the Open Reaction Database (ORD), a public repository of structured organic reaction records. The task is: describe an organic reaction: reactants, conditions, products, and yield The reactants are ClC1=CC=C2C(=N1)SC(N2CC2C(C2)(F)F)=O (5-chloro-1-[(2,2-difluorocyclopropyl)methyl][1,3]thiazolo[5,4-b]pyridin-2(1H)-one), C(#N)C1=C(C=CC=C1)B(O)O ((2-cyanophenyl)boronic acid), C([O-])([O-])=O.[Cs+].[Cs+] (cesium carbonate), O1CCOCC1 (1,4-dioxane). The reagents and catalysts are [Pd].C(C)(C)(C)P(C(C)(C)C)C(C)(C)C.C(C)(C)(C)P(C(C)(C)C)C(C)(C)C (bis(tri-tert-butylphosphine) palladium). The solvent is O (water), CO (methanol). Reaction conditions: temperature 100 celsius. Yields the product FC1(C(C1)CN1C(SC2=NC(=CC=C21)C2=C(C#N)C=CC=C2)=O)F (2-(1-{[2,2-difluorocyclopropyl]methyl}-2-oxo-1,2-dihydro[1,3]thiazolo[5,4-b]pyridin-5-yl)benzonitrile). RXN SMILES: Cl[C:2]1[N:7]=[C:6]2[S:8][C:9](=[O:17])[N:10]([CH2:11][CH:12]3[CH2:14][C:13]3([F:16])[F:15])[C:5]2=[CH:4][CH:3]=1.[C:18]([C:20]1[CH:25]=[CH:24][CH:23]=[CH:22][C:21]=1B(O)O)#[N:19].C(=O)([O-])[O-].[Cs+].[Cs+].O1CCOCC1>CO.[Pd].C(P(C(C)(C)C)C(C)(C)C)(C)(C)C.C(P(C(C)(C)C)C(C)(C)C)(C)(C)C.O>[F:15][C:13]1([F:16])[CH2:14][CH:12]1[CH2:11][N:10]1[C:5]2[C:6](=[N:7][C:2]([C:21]3[CH:22]=[CH:23][CH:24]=[CH:25][C:20]=3[C:18]#[N:19])=[CH:3][CH:4]=2)[S:8][C:9]1=[O:17] |f:2.3.4,7.8.9|. Procedure details: To a microwave vial was added 5-chloro-1-[(2,2-difluorocyclopropyl)methyl][1,3]thiazolo[5,4-b]pyridin-2(1H)-one (1-5) (0.025 g, 0.090 mmol), (2-cyanophenyl)boronic acid (0.020 g, 0.14 mmol), cesium carbonate (0.059 g, 0.18 mmol), bis(tri-tert-butylphosphine) palladium (0.009 g, 0.02 mmol), 1,4-dioxane (1 mL), and water (0.2 mL). The reaction mixture was then heated under microwave irradiation at 100° C. for 10 minutes. The crude reaction mixture was then allowed to cool to room temperature, dilu...